Dataset: the Open Reaction Database (ORD), a public repository of structured organic reaction records. Task: describe an organic reaction: reactants, conditions, products, and yield The reactants are [F-].C(CCC)[N+](CCCC)(CCCC)CCCC (tetra-n-butylammonium fluoride), CC(C)(C)[Si](OCCC(C(=O)OC(C)(C)C)C(CCC1=CC=C(C=C1)I)OCC1=CC=C(C=C1)OC)(C)C (1,1-dimethylethyl 2-(2-{[(1,1-dimethylethyl)(dimethyl)silyl]oxy}ethyl)-5-(4-iodophenyl)-3-({[4-(methyloxy)phenyl]methyl}oxy)pentanoate). Run in O1CCCC1 (tetrahydrofuran). Run at time 2 hour. Yields the product OCCC(C(=O)OC(C)(C)C)C(CCC1=CC=C(C=C1)I)OCC1=CC=C(C=C1)OC (1,1-Dimethylethyl 2-(2-hydroxyethyl)-5-(4-iodophenyl)-3-({[4-(methyloxy)phenyl]methyl}oxy)pentanoate). The yield is 83.9%. As a reaction SMILES: [F-].C([N+](CCCC)(CCCC)CCCC)CCC.CC([Si](C)(C)[O:24][CH2:25][CH2:26][CH:27]([CH:35]([O:45][CH2:46][C:47]1[CH:52]=[CH:51][C:50]([O:53][CH3:54])=[CH:49][CH:48]=1)[CH2:36][CH2:37][C:38]1[CH:43]=[CH:42][C:41]([I:44])=[CH:40][CH:39]=1)[C:28]([O:30][C:31]([CH3:34])([CH3:33])[CH3:32])=[O:29])(C)C>O1CCCC1>[OH:24][CH2:25][CH2:26][CH:27]([CH:35]([O:45][CH2:46][C:47]1[CH:52]=[CH:51][C:50]([O:53][CH3:54])=[CH:49][CH:48]=1)[CH2:36][CH2:37][C:38]1[CH:39]=[CH:40][C:41]([I:44])=[CH:42][CH:43]=1)[C:28]([O:30][C:31]([CH3:32])([CH3:34])[CH3:33])=[O:29] |f:0.1|. Procedure details: A solution of tetra-n-butylammonium fluoride (1.0 M in THF; 7.0 mL, 7.0 mmol) was added dropwise over 15 min to a stirred solution of 1,1-dimethylethyl 2-(2-{[(1,1-dimethylethyl)(dimethyl)silyl]oxy}ethyl)-5-(4-iodophenyl)-3-({[4-(methyloxy)phenyl]methyl}oxy)pentanoate (4.14 g, 6.33 mmol) in tetrahydrofuran (25 mL) at 0° C. under nitrogen. The reaction was allowed to warm to room temperature at which stirring was continued for 2 h. The volatiles were evaporated and the residue partitioned between...